describe an organic reaction: reactants, conditions, products, and yield From a dataset of the Open Reaction Database (ORD), a public repository of structured organic reaction records. Starting materials: CC(C#C)(CCC=C(CCC=C(COCOC)C)C)O (3,7,11-trimethyl-12-(methoxymethyl)oxy-6,10-dodecadien-1-in-3-ol), tris (triphenylsilyl)vanadate, C(C1=CC=CC=C1)(=O)O (benzoic acid). Solvent: C=1(C(=CC=CC1)C)C (xylene). Product: COCOCC(=CCCC(=CCCC(=CC=O)C)C)C (12-(methoxymethyl)oxy-3,7,11-trimethyl-2,6,10-dodecatrienal). Isolated yield 506.2%. As a reaction SMILES: [CH3:1][C:2](O)([CH2:5][CH2:6][CH:7]=[C:8]([CH3:19])[CH2:9][CH2:10][CH:11]=[C:12]([CH3:18])[CH2:13][O:14][CH2:15][O:16][CH3:17])[C:3]#[CH:4].C(O)(=[O:28])C1C=CC=CC=1>C1(C)C(C)=CC=CC=1>[CH3:17][O:16][CH2:15][O:14][CH2:13][C:12]([CH3:18])=[CH:11][CH2:10][CH2:9][C:8]([CH3:19])=[CH:7][CH2:6][CH2:5][C:2]([CH3:1])=[CH:3][CH:4]=[O:28]. Procedure: A solution of 3,7,11-trimethyl-12-(methoxymethyl)oxy-6,10-dodecadien-1-in-3-ol (175 mg, 0.62 mmol), tris (triphenylsilyl)vanadate (49 mg, 0.062 mmol), and benzoic acid (7.6 mg, 0.062 mmol) in xylene (2 ml) was stirred on an oil bath at 140° C. After two-hour-stirring, the solution was allowed to cool to room temperature and concentrated. The resultant residue was subjected to silica gel column chromatography to obtain 12-(methoxymethyl)oxy-3,7,11-trimethyl-2,6,10-dodecatrienal (88 mg, 50%). Starting materials: BrC1=CC(=C(C=C1)N)C(NC)C1=CC=C(C=C1)Cl (4-Bromo-2-[(4-chloro-phenyl)-methylamino-methyl]-phenylamine), C1CCOC1 (THF), ClC(Cl)(OC(OC(Cl)(Cl)Cl)=O)Cl (triphosgene). Conditions: time 1 hour. The product is BrC=1C=C2C(N(C(NC2=CC1)=O)C)C1=CC=C(C=C1)Cl (6-Bromo-4-(4-chloro-phenyl)-3-methyl-3,4-dihydro-1H-quinazolin-2-one). RXN SMILES: [Br:1][C:2]1[CH:7]=[CH:6][C:5]([NH2:8])=[C:4]([CH:9]([C:12]2[CH:17]=[CH:16]C(Cl)=[CH:14][CH:13]=2)[NH:10][CH3:11])[CH:3]=1.Cl[C:20]([Cl:30])(OC(=O)OC(Cl)(Cl)Cl)Cl.C1C[O:34][CH2:33]C1>>[Br:1][C:2]1[CH:3]=[C:4]2[C:5](=[CH:6][CH:7]=1)[NH:8][C:33](=[O:34])[N:10]([CH3:11])[CH:9]2[C:12]1[CH:13]=[CH:14][C:20]([Cl:30])=[CH:16][CH:17]=1. Procedure: To a solution of 4-Bromo-2-[(4-chloro-phenyl)-methylamino-methyl]-phenylamine (4.0 g, 0.012 mol) dissolved in THF (100 mL) is added triphosgene (4.4 g, 0.015 mol). The mixture is stirred at RT for 1 hours. The reaction is quenched with H2O, extracted with ethyl acetate, dried over NaSO4 and concentrated. This produces the desired compound. Procedure: The title compound was synthesized in analogy to Example 1, using 6-cyclopropylmethoxy-5-(tetrahydro-pyran-4-yl)-pyridine-2-carboxylic acid (Example 9 f) and α,α-dimethyl-2-thiazolemethanamine (CAN 1082393-38-1) as starting materials, MS (LC/MS): 402.1 [M+H]+. The reactants are C1(CC1)COC1=C(C=CC(=N1)C(=O)O)C1CCOCC1 (6-cyclopropylmethoxy-5-(tetrahydro-pyran-4-yl)-pyridine-2-carboxylic acid), CC(N)(C=1SC=CN1)C (α,α-dimethyl-2-thiazolemethanamine). As a reaction SMILES: [CH:1]1([CH2:4][O:5][C:6]2[N:11]=[C:10]([C:12]([OH:14])=O)[CH:9]=[CH:8][C:7]=2[CH:15]2[CH2:20][CH2:19][O:18][CH2:17][CH2:16]2)[CH2:3][CH2:2]1.[CH3:21][C:22]([CH3:29])([C:24]1[S:25][CH:26]=[CH:27][N:28]=1)[NH2:23]>>[CH3:21][C:22]([NH:23][C:12]([C:10]1[CH:9]=[CH:8][C:7]([CH:15]2[CH2:20][CH2:19][O:18][CH2:17][CH2:16]2)=[C:6]([O:5][CH2:4][CH:1]2[CH2:2][CH2:3]2)[N:11]=1)=[O:14])([C:24]1[S:25][CH:26]=[CH:27][N:28]=1)[CH3:29]. Yields the product CC(C)(C=1SC=CN1)NC(=O)C1=NC(=C(C=C1)C1CCOCC1)OCC1CC1 (6-Cyclopropylmethoxy-5-(tetrahydro-pyran-4-yl)-pyridine-2-carboxylic acid (1-methyl-1-thiazol-2-yl-ethyl)-amide). The reactants are O=C([O-])[O-], CS(C)=O, [K+], [K+], CC1CC(O)CCC1Nc1ncc(C#N)c2[nH]c3cc(-c4cnn(C)c4)ccc3c12, OO. Product: CC1CC(O)CCC1Nc1ncc(C(N)=O)c2[nH]c3cc(-c4cnn(C)c4)ccc3c12. RXN SMILES: [C:33]([O-:34])(=[O:35])[O-:36].[CH3:39][S:40]([CH3:41])=[O:42].[K+:37].[K+:38].[OH:1][CH:2]1[CH2:3][CH:4]([CH3:30])[CH:5]([NH:8][c:9]2[n:10][cH:11][c:12]([C:28]#[N:29])[c:13]3[nH:14][c:15]4[cH:16][c:17](-[c:22]5[cH:23][n:24][n:25]([CH3:27])[cH:26]5)[cH:18][cH:19][c:20]4[c:21]23)[CH2:6][CH2:7]1.[OH:31][OH:32]>>[OH:1][CH:2]1[CH2:3][CH:4]([CH3:30])[CH:5]([NH:8][c:9]2[n:10][cH:11][c:12]([C:28]([NH2:29])=[O:34])[c:13]3[nH:14][c:15]4[cH:16][c:17](-[c:22]5[cH:23][n:24][n:25]([CH3:27])[cH:26]5)[cH:18][cH:19][c:20]4[c:21]23)[CH2:6][CH2:7]1. Product: C(CCCCCCCCCCC)C=1N=NN(N1)C(C(=O)O)C1=CC=CC=C1 ((±)-5-dodecyl-α-phenyl-2H-tetrazole-2-acetic acid). The reactants are C(CCCCCCCCCCC)C=1N=NN(N1)C(C(=O)OCC)C1=CC=CC=C1 (ethyl (±)-5-dodecyl-α-phenyl-2H-tetrazole-2-acetate), C(CCCCCCCCC)C=1N=NN(N1)C(C(=O)OCC)C1=CC=CC=C1 (ethyl (±)-5-decyl-α-phenyl-2H-tetrazole-2-acetate). Procedure details: When in the general procedure of Example 79 an appropriate amount of ethyl (±)-5-dodecyl-α-phenyl-2H-tetrazole-2-acetate was substituted for ethyl (±)-5-decyl-α-phenyl-2H-tetrazole-2-acetate, the title compound was obtained, mp 76°-78° C. RXN SMILES: [CH2:1]([C:13]1[N:14]=[N:15][N:16]([CH:18]([C:24]2[CH:29]=[CH:28][CH:27]=[CH:26][CH:25]=2)[C:19]([O:21]CC)=[O:20])[N:17]=1)[CH2:2][CH2:3][CH2:4][CH2:5][CH2:6][CH2:7][CH2:8][CH2:9][CH2:10][CH2:11][CH3:12].C(C1N=NN(C(C2C=CC=CC=2)C(OCC)=O)N=1)CCCCCCCCC>>[CH2:1]([C:13]1[N:14]=[N:15][N:16]([CH:18]([C:24]2[CH:25]=[CH:26][CH:27]=[CH:28][CH:29]=2)[C:19]([OH:21])=[O:20])[N:17]=1)[CH2:2][CH2:3][CH2:4][CH2:5][CH2:6][CH2:7][CH2:8][CH2:9][CH2:10][CH2:11][CH3:12]. Reactants: 7,1-Benzylcyclopropylsulfonamide, C(C)(C)(C)NS(=O)(=O)C1(CC1)CC1=CC=CC=C1 (N-tert-butyl(1-benzyl)cyclopropylsul-fonamide), CC1(CC1)S(=O)(=O)N (1-Methylcyclopropylsulfonamide). Yields the product C(C1=CC=CC=C1)C1(CC1)S(=O)(=O)N (1-Benzylcyclo-propylsulfonamide). Yield: 66.0%. RXN SMILES: C([NH:5][S:6]([C:9]1([CH2:12][C:13]2[CH:18]=[CH:17][CH:16]=[CH:15][CH:14]=2)[CH2:11][CH2:10]1)(=[O:8])=[O:7])(C)(C)C.CC1(S(N)(=O)=O)CC1>>[CH2:12]([C:9]1([S:6]([NH2:5])(=[O:8])=[O:7])[CH2:10][CH2:11]1)[C:13]1[CH:14]=[CH:15][CH:16]=[CH:17][CH:18]=1. Reported procedure: This compound, Example 7,1-Benzylcyclopropylsulfonamide, was obtained in 66% yield from N-tert-butyl(1-benzyl)cyclopropylsul-fonamide using the procedure described for the synthesis of 1-Methylcyclopropylsulfonamide, followed by recrystallization from the minimum amount of 10% EtOAc in hexane: 1H NMR (CDCl3) δ 0.90 (m, 2H), 1.42 (m, 2H), 3.25 (s, 2H), 4.05 (s, 2H), 7.29 (m, 3H), 7.34 (m, 2H); 13C NMR (CDCl3) δ 11.1, 36.8, 41.9, 127.4, 128.8, 129.9, 136.5. Starting materials: CCC(C(=O)[O-])C1CN=C(c2cc3cc(Oc4ccc(S(C)(=O)=O)cn4)cc(OC4CCOCC4)c3[nH]2)S1, CCO, Cl, [Na+], C1CCOC1, [OH-], O. Yields the product CS(=O)(=O)c1ccc(Oc2cc(OC3CCOCC3)c3[nH]c(C4=NCC(CC(=O)O)S4)cc3c2)nc1. As a reaction SMILES: [CH2:1]([CH3:2])[CH:3]([C:4](=[O:5])[O-:6])[CH:7]1[CH2:8][N:9]=[C:10]([c:12]2[nH:13][c:14]3[c:15]([O:32][CH:33]4[CH2:34][CH2:35][O:36][CH2:37][CH2:38]4)[cH:16][c:17]([O:21][c:22]4[n:23][cH:24][c:25]([S:28](=[O:29])(=[O:30])[CH3:31])[cH:26][cH:27]4)[cH:18][c:19]3[cH:20]2)[S:11]1.[CH3:41][CH2:42][OH:43].[ClH:44].[Na+:40].[O:46]1[CH2:47][CH2:48][CH2:49][CH2:50]1.[OH-:39].[OH2:45]>>[CH2:3]([C:4](=[O:5])[OH:6])[CH:7]1[CH2:8][N:9]=[C:10]([c:12]2[nH:13][c:14]3[c:15]([O:32][CH:33]4[CH2:34][CH2:35][O:36][CH2:37][CH2:38]4)[cH:16][c:17]([O:21][c:22]4[n:23][cH:24][c:25]([S:28](=[O:29])(=[O:30])[CH3:31])[cH:26][cH:27]4)[cH:18][c:19]3[cH:20]2)[S:11]1. Starting materials: CN(C)c1ccncc1, CC#N, C1CCC(P(C2CCCCC2)C2CCCCC2)CC1, C1CCC(P(C2CCCCC2)C2CCCCC2)CC1, NC=O, Clc1ccccn1, Cl[Pd]Cl. The product is NC(=O)c1ccccn1. Reaction SMILES: [CH3:11][N:12]([CH3:13])[c:14]1[cH:15][cH:16][n:17][cH:18][cH:19]1.[CH3:61][C:62]#[N:63].[CH:23]1([P:24]([CH:25]2[CH2:26][CH2:27][CH2:28][CH2:29][CH2:30]2)[CH:31]2[CH2:32][CH2:33][CH2:34][CH2:35][CH2:36]2)[CH2:37][CH2:38][CH2:39][CH2:40][CH2:41]1.[CH:42]1([P:43]([CH:44]2[CH2:45][CH2:46][CH2:47][CH2:48][CH2:49]2)[CH:50]2[CH2:51][CH2:52][CH2:53][CH2:54][CH2:55]2)[CH2:56][CH2:57][CH2:58][CH2:59][CH2:60]1.[CH:8](=[O:9])[NH2:10].[Cl:1][c:2]1[cH:3][cH:4][cH:5][cH:6][n:7]1.[Pd:20]([Cl:21])[Cl:22]>>[c:2]1([C:8](=[O:9])[NH2:10])[cH:3][cH:4][cH:5][cH:6][n:7]1. Reactants: BrC=1C(N(C2=CC3=C(C(N(C3=CC21)CCCCCC)=O)Br)CCCCCC)=O (3,7-dibromo-1,5-dihexyl-1H,5H-pyrrolo[2,3-f]indole-2,6-dione), C(CCCCCCC)C(CN1C(C2=C(N(C(C2=C1C=1SC(=CC1)B1OC(C(O1)(C)C)(C)C)=O)CC(CCCCCCCCCC)CCCCCCCC)C=1SC(=CC1)B1OC(C(O1)(C)C)(C)C)=O)CCCCCCCCCC (2,5-dihydro-2,5-bis(2-octyldodecyl)-3,6-bis[5-(4,4,5,5-tetramethyl-1,3,2-dioxaborolan-2-yl)-2-thienyl]-pyrrolo[3,4-c]pyrrole-1,4-dione), [O-]P(=O)([O-])[O-].[K+].[K+].[K+] (K3PO4), C1(=CC=CC=C1)C.O (toluene H2O). Reagents/catalysts: C=1C=CC(=CC1)/C=C/C(=O)/C=C/C2=CC=CC=C2.C=1C=CC(=CC1)/C=C/C(=O)/C=C/C2=CC=CC=C2.C=1C=CC(=CC1)/C=C/C(=O)/C=C/C2=CC=CC=C2.[Pd].[Pd] (Pd2(dba)3), F[B-](F)(F)F.C(C)(C)(C)[PH+](C(C)(C)C)C(C)(C)C (tri-tert-butylphosphonium tetrafluoroborate). The solvent is CO (methanol). The product is O=C1C(N=C2C=CN=C21)=O (Diketopyrrolopyrrole). Isolated yield 655.1%. As a reaction SMILES: BrC1C(=O)N(CCCCCC)C2C=1C=C1C(=C(Br)C(=[O:20])N1CCCCCC)C=2.C(C(CCCCCCCCCC)C[N:39]1[C:46](C2SC(B3OC(C)(C)C(C)(C)O3)=CC=2)=[C:45]2[C:41](=[C:42](C3SC(B4OC(C)(C)C(C)(C)O4)=CC=3)[N:43](CC(CCCCCCCC)CCCCCCCCCC)[C:44]2=[O:61])[C:40]1=O)CCCCCCC.[O-]P([O-])([O-])=O.[K+].[K+].[K+].C1(C)C=CC=CC=1.O>C1C=CC(/C=C/C(/C=C/C2C=CC=CC=2)=O)=CC=1.C1C=CC(/C=C/C(/C=C/C2C=CC=CC=2)=O)=CC=1.C1C=CC(/C=C/C(/C=C/C2C=CC=CC=2)=O)=CC=1.[Pd].[Pd].F[B-](F)(F)F.C([PH+](C(C)(C)C)C(C)(C)C)(C)(C)C.CO>[O:20]=[C:45]1[C:46]2[C:42]([CH:41]=[CH:40][N:39]=2)=[N:43][C:44]1=[O:61] |f:2.3.4.5,6.7,8.9.10.11.12,13.14|. Procedure details: A mixture of 3,7-dibromo-1,5-dihexyl-1H,5H-pyrrolo[2,3-f]indole-2,6-dione (0.075 g, 0.148 mmol), 2,5-dihydro-2,5-bis(2-octyldodecyl)-3,6-bis[5-(4,4,5,5-tetramethyl-1,3,2-dioxaborolan-2-yl)-2-thienyl]-pyrrolo[3,4-c]pyrrole-1,4-dione (0.168 g, 0.150 mmol), Pd2(dba)3 (4.0 mg), tri-tert-butylphosphonium tetrafluoroborate (2.0 mg), K3PO4 (0.095 g) and toluene/H2O (8 mL/0.5 mL) was heated at reflux for 48 h. Then after cooling to room temperature, the mixture was dropped into methanol to precipitate. ... Reaction conditions: time 24 hour. Run in C(C)(=O)OCC.C(C)O (ethyl acetate ethanol). Yields the product C(C)(C)(C)OC(=O)NC=1C=C(C=CC1Cl)CCC(=O)OCC (ethyl 3-(3-(tert-butoxycarbonylamino)-4-chlorophenyl)propanoate). The reagents and catalysts are C1=CC=C(C=C1)P(C2=CC=CC=C2)C3=CC=CC=C3.C1=CC=C(C=C1)P(C2=CC=CC=C2)C3=CC=CC=C3.C1=CC=C(C=C1)P(C2=CC=CC=C2)C3=CC=CC=C3.[Cl-].[Rh] (Wilkinson's catalyst). Reactants: C(C)(C)(C)OC(=O)NC=1C=C(C=CC1Cl)/C=C/C(=O)OCC ((E)-ethyl 3-(3-(tert-butoxycarbonylamino)-4-chlorophenyl)acrylate), [H][H] (Hydrogen). As a reaction SMILES: [C:1]([O:5][C:6]([NH:8][C:9]1[CH:10]=[C:11](/[CH:16]=[CH:17]/[C:18]([O:20][CH2:21][CH3:22])=[O:19])[CH:12]=[CH:13][C:14]=1[Cl:15])=[O:7])([CH3:4])([CH3:3])[CH3:2].[H][H]>C(OCC)(=O)C.C(O)C.C1C=CC(P(C2C=CC=CC=2)C2C=CC=CC=2)=CC=1.C1C=CC(P(C2C=CC=CC=2)C2C=CC=CC=2)=CC=1.C1C=CC(P(C2C=CC=CC=2)C2C=CC=CC=2)=CC=1.[Cl-].[Rh]>[C:1]([O:5][C:6]([NH:8][C:9]1[CH:10]=[C:11]([CH2:16][CH2:17][C:18]([O:20][CH2:21][CH3:22])=[O:19])[CH:12]=[CH:13][C:14]=1[Cl:15])=[O:7])([CH3:4])([CH3:3])[CH3:2] |f:2.3,4.5.6.7.8|. Procedure: To a solution of (E)-ethyl 3-(3-(tert-butoxycarbonylamino)-4-chlorophenyl)acrylate (3) (1.0 equiv.) in ethyl acetate/ethanol (1:1, 0.3M) was added Wilkinson's catalyst (0.10 equiv.). Hydrogen gas was introduced via a balloon, and the reaction was stirred at room temperature for 24 hours. The mixture was filtered through a pad of celite, washing with dichloromethane. The filtrate was concentrated in vacuo and purified by Combiflash using 0-10% ethyl acetate in hexane to give ethyl 3-(3-(tert-buto...